This data is from the Open Reaction Database (ORD), a public repository of structured organic reaction records. The task is: describe an organic reaction: reactants, conditions, products, and yield The reactants are C(#N)[BH3-].[Na+] (sodium cyanoborohydride), N[C@H](C(=O)NC1=CC(=CC(=C1)C1=CC(=NC=C1)C)Cl)CC1=CC=CC=C1 ((2S)-2-amino-N-(3-chloro-5-(2-methylpyridin-4-yl)phenyl)-3-phenylpropanamide), C(C)(=O)O (acetic acid), Cl (HCl), N1=C(C=CC=C1)C=O (picolinaldehyde). Solvent: C(OC)(OC)OC (trimethyl orthoformate), O (water). Product: ClC=1C=C(C=C(C1)C1=CC(=NC=C1)C)NC([C@H](CC1=CC=CC=C1)NCC1=NC=CC=C1)=O ((2S)—N-(3-chloro-5-(2-methylpyridin-4-yl)phenyl)-3-phenyl-2-(pyridin-2-ylmethylamino)propanamide). Yield: 75.5%. RXN SMILES: [NH2:1][C@@H:2]([CH2:20][C:21]1[CH:26]=[CH:25][CH:24]=[CH:23][CH:22]=1)[C:3]([NH:5][C:6]1[CH:11]=[C:10]([C:12]2[CH:17]=[CH:16][N:15]=[C:14]([CH3:18])[CH:13]=2)[CH:9]=[C:8]([Cl:19])[CH:7]=1)=[O:4].C(O)(=O)C.[N:31]1[CH:36]=[CH:35][CH:34]=[CH:33][C:32]=1[CH:37]=O.C([BH3-])#N.[Na+].Cl>C(OC)(OC)OC.O>[Cl:19][C:8]1[CH:7]=[C:6]([NH:5][C:3](=[O:4])[C@@H:2]([NH:1][CH2:37][C:32]2[CH:33]=[CH:34][CH:35]=[CH:36][N:31]=2)[CH2:20][C:21]2[CH:26]=[CH:25][CH:24]=[CH:23][CH:22]=2)[CH:11]=[C:10]([C:12]2[CH:17]=[CH:16][N:15]=[C:14]([CH3:18])[CH:13]=2)[CH:9]=1 |f:3.4|. Procedure details: (2S)-2-amino-N-(3-chloro-5-(2-methylpyridin-4-yl)phenyl)-3-phenylpropanamide (32 mg, 87 μmol) was dissolved in trimethyl thoformate (1 ml) and acetic acid (0.25 ml, 4367 μmol). To this was added picolinaldehyde (94 mg, 875 mmol). After 30 min sodium cyanoborohydride (82 mg, 1312 μmol) dissolved in trimethyl orthoformate (1 ml). After 1 h the reaction mixture was poured onto 1N HCl and water was added, the mixture was concentrated under reduced pressure. The resulting crude solid was dissolved in... The reactants are C(C1=CC=CC=C1)(=O)Cl (benzoyl chloride), NC1=NC=2C=CC=NC2C2=C1N=C(N2CCCCN)CCCC (4-(4-amino-2-butyl-1H-imidazo[4,5-c][1,5]naphthyridin-1-yl)butaneamine). Yields the product NC1=NC=2C=CC=NC2C2=C1N=C(N2CCCCNC(C2=CC=CC=C2)=O)CCCC (N-[4-(4-amino-2-butyl-1H-imidazo[4,5-c][1,5]naphthyridin-1-yl)butyl]benzamide). Yield: 55.0%. As a reaction SMILES: [C:1](Cl)(=[O:8])[C:2]1[CH:7]=[CH:6][CH:5]=[CH:4][CH:3]=1.[NH2:10][C:11]1[C:20]2[N:21]=[C:22]([CH2:29][CH2:30][CH2:31][CH3:32])[N:23]([CH2:24][CH2:25][CH2:26][CH2:27][NH2:28])[C:19]=2[C:18]2[N:17]=[CH:16][CH:15]=[CH:14][C:13]=2[N:12]=1>>[NH2:10][C:11]1[C:20]2[N:21]=[C:22]([CH2:29][CH2:30][CH2:31][CH3:32])[N:23]([CH2:24][CH2:25][CH2:26][CH2:27][NH:28][C:1](=[O:8])[C:2]3[CH:7]=[CH:6][CH:5]=[CH:4][CH:3]=3)[C:19]=2[C:18]2[N:17]=[CH:16][CH:15]=[CH:14][C:13]=2[N:12]=1. Procedure: Using the general method of Example 47, benzoyl chloride (56 μL, 0.48 mmol) was reacted with 4-(4-amino-2-butyl-1H-imidazo[4,5-c][1,5]naphthyridin-1-yl)butaneamine (0.15 g, 0.48 mmole) to provide 0.11 g of N-[4-(4-amino-2-butyl-1H-imidazo[4,5-c][1,5]naphthyridin-1-yl)butyl]benzamide as a white solid. Analysis: Calculated for C24H28N6O+¼H2O: %C, 68.47; %H, 6.82; %N, 19.96. Found: %C, 68.24; %H, 6.76; %N, 19.90. The product is C(=O)(O)/C(=C/C=1C=C2C(=CN(C2=CC1)C)CC1=C(C=C(C(=O)OC)C=C1)OC)/C (methyl E-4-[5-(2-carboxy-1-propenyl)-1-methylindol-3-ylmethyl]-3-methoxybenzoate). Isolated yield 75.0%. Reported procedure: Trifluoroacetic acid (50 ml) was added to a solution of methyl E-4-[5-[2-(t-butoxycarbonyl)-1-propenyl]-1-methylindol-3-ylmethyl]-3-methoxybenzoate (6.4 g) in a small volume of methylene chloride (10 ml) cooled in an ice-bath. After 1.5 hr, the solution was evaporated (at approximately room temperature), and the residue was crystallized from methanol to give methyl E-4-[5-(2-carboxy-1-propenyl)-1-methylindol-3-ylmethyl]-3-methoxybenzoate (4.2 g, 75%) as a white powder: mp 182°-183°; partial NMR ... The solvent is C(Cl)Cl (methylene chloride). As a reaction SMILES: FC(F)(F)C(O)=O.C([O:12][C:13](/[C:15](/[CH3:40])=[CH:16]/[C:17]1[CH:18]=[C:19]2[C:23](=[CH:24][CH:25]=1)[N:22]([CH3:26])[CH:21]=[C:20]2[CH2:27][C:28]1[CH:37]=[CH:36][C:31]([C:32]([O:34][CH3:35])=[O:33])=[CH:30][C:29]=1[O:38][CH3:39])=[O:14])(C)(C)C>C(Cl)Cl>[C:13](/[C:15](/[CH3:40])=[CH:16]/[C:17]1[CH:18]=[C:19]2[C:23](=[CH:24][CH:25]=1)[N:22]([CH3:26])[CH:21]=[C:20]2[CH2:27][C:28]1[CH:37]=[CH:36][C:31]([C:32]([O:34][CH3:35])=[O:33])=[CH:30][C:29]=1[O:38][CH3:39])([OH:14])=[O:12]. The reactants are FC(C(=O)O)(F)F (Trifluoroacetic acid), C(C)(C)(C)OC(=O)/C(=C/C=1C=C2C(=CN(C2=CC1)C)CC1=C(C=C(C(=O)OC)C=C1)OC)/C (methyl E-4-[5-[2-(t-butoxycarbonyl)-1-propenyl]-1-methylindol-3-ylmethyl]-3-methoxybenzoate). Reaction conditions: time 1.5 hour. The reactants are N1=C(C=CC2=CN=CC=C12)C(=O)O (1,6-naphthyridine-2-carboxylic acid), CO (methanol), OS(=O)(=O)O (H2SO4). Yields the product COC(=O)C1=NC2=CC=NC=C2C=C1 (1,6-naphthyridine-2-carboxylic acid methyl ester), solid. Isolated yield 87.0%. Reaction SMILES: [N:1]1[C:10]2[C:5](=[CH:6][N:7]=[CH:8][CH:9]=2)[CH:4]=[CH:3][C:2]=1[C:11]([OH:13])=[O:12].OS(O)(=O)=O.[CH3:19]O>>[CH3:19][O:12][C:11]([C:2]1[CH:3]=[CH:4][C:5]2[C:10](=[CH:9][CH:8]=[N:7][CH:6]=2)[N:1]=1)=[O:13]. Procedure: To a mixture of 1,6-naphthyridine-2-carboxylic acid (1 g, 5.7 mmol) and 100 mL of methanol was added carefully ˜0.5 mL of conc. H2SO4. The mixture was kept under reflux overnight. The mixture was cooled to room temperature and solvent was evaporated. To the residue was added carefully (carbon dioxide evolution) half saturated sodium bicarbonate solution to neutralize the acid. The mixture was extracted from ethyl acetate (3 times) and the combined organic was washed with brine. After drying over... The reactants are ClC1=CC(=C(C=C1F)N)N (4-Chloro-5-fluoro-1,2-phenylenediamine), BrC#N.CC#N (BrCN MeCN). Solvent: CO (MeOH), O (H2O). Run at time 3 hour. Yields the product FC1=CC2=C(N=CN2)C=C1 (5-fluorobenzimidazole). As a reaction SMILES: Cl[C:2]1[C:7]([F:8])=[CH:6][C:5]([NH2:9])=[C:4]([NH2:10])[CH:3]=1.Br[C:12]#N.CC#N>CO.O>[F:8][C:7]1[CH:2]=[CH:3][C:4]2[N:10]=[CH:12][NH:9][C:5]=2[CH:6]=1 |f:1.2|. Procedure details: 4-Chloro-5-fluoro-1,2-phenylenediamine (12a, 3.212 g, 20 mmol) was dissolved in 40 mL of MeOH and then added dropwise to a stirred solution of 4.4 mL of 5M BrCN/MeCN in 40 mL of H2O over 30 min. After the addition, stirring was continued at room temperature for 3 hr. The reaction mixture was concentrated to ~40 mL and then was washed with EtOAc (100 mL). The EtOAc phase was extracted with H2O (60 mL). The combined H2O phase was neutralized with sat. NaHCO3 solution to ~pH 8 and the resulting sus... Starting materials: CC(=O)O, O=C1CCC(=O)N1Cl, CC(NC(=O)C1(NC(=O)C(F)(F)F)CC1)c1ccc(-c2cccc(F)c2O)cc1F. Yields the product CC(NC(=O)C1(NC(=O)C(F)(F)F)CC1)c1ccc(-c2cc(Cl)cc(F)c2O)cc1F. Reaction SMILES: [CH3:39][C:40](=[O:41])[OH:42].[Cl:31][N:32]1[C:33](=[O:34])[CH2:35][CH2:36][C:37]1=[O:38].[F:1][c:2]1[cH:3][c:4](-[c:23]2[c:24]([OH:30])[c:25]([F:29])[cH:26][cH:27][cH:28]2)[cH:5][cH:6][c:7]1[CH:8]([CH3:9])[NH:10][C:11](=[O:12])[C:13]1([NH:16][C:17]([C:18]([F:19])([F:20])[F:21])=[O:22])[CH2:14][CH2:15]1>>[F:1][c:2]1[cH:3][c:4](-[c:23]2[c:24]([OH:30])[c:25]([F:29])[cH:26][c:27]([Cl:31])[cH:28]2)[cH:5][cH:6][c:7]1[CH:8]([CH3:9])[NH:10][C:11](=[O:12])[C:13]1([NH:16][C:17]([C:18]([F:19])([F:20])[F:21])=[O:22])[CH2:14][CH2:15]1. Reactants: O=C1NCCC1Br, CC1COCCN1c1cc(CSC(=N)N)nc(-c2ccc(NC(=O)Nc3ccccc3)cc2)n1, CO, [Na+], CN(C)C=O, [OH-], O. Product: CC1COCCN1c1cc(CSC2CCNC2=O)nc(-c2ccc(NC(=O)Nc3ccccc3)cc2)n1. As a reaction SMILES: [Br:35][CH:36]1[C:37](=[O:41])[NH:38][CH2:39][CH2:40]1.[C:1](=[NH:2])([NH2:3])[S:4][CH2:5][c:6]1[n:7][c:8](-[c:19]2[cH:20][cH:21][c:22]([NH:25][C:26](=[O:27])[NH:28][c:29]3[cH:30][cH:31][cH:32][cH:33][cH:34]3)[cH:23][cH:24]2)[n:9][c:10]([N:12]2[CH:13]([CH3:18])[CH2:14][O:15][CH2:16][CH2:17]2)[cH:11]1.[CH3:44][OH:45].[Na+:43].[O:46]=[CH:47][N:48]([CH3:49])[CH3:50].[OH-:42].[OH2:51]>>[S:4]([CH2:5][c:6]1[n:7][c:8](-[c:19]2[cH:20][cH:21][c:22]([NH:25][C:26](=[O:27])[NH:28][c:29]3[cH:30][cH:31][cH:32][cH:33][cH:34]3)[cH:23][cH:24]2)[n:9][c:10]([N:12]2[CH:13]([CH3:18])[CH2:14][O:15][CH2:16][CH2:17]2)[cH:11]1)[CH:36]1[C:37](=[O:41])[NH:38][CH2:39][CH2:40]1.